describe an organic reaction: reactants, conditions, products, and yield From a dataset of the Open Reaction Database (ORD), a public repository of structured organic reaction records. Yields the product CC(C)(C)S(=O)(=O)CC(Cc1ccccc1)C(=O)NC(Cc1c[nH]cn1)C(=O)NC(CC1CCCCC1)C(O)C(F)C1CC1. Starting materials: CC(C)(C)OC(=O)n1cnc(CC(NC(=O)C(Cc2ccccc2)CS(=O)(=O)C(C)(C)C)C(=O)NC(CC2CCCCC2)C(O)C(F)C2CC2)c1, O=C([O-])[O-], CO, [Cl-], [K+], [K+], [NH4+]. Reaction SMILES: [C:1]([CH3:2])([CH3:3])([CH3:4])[S:5](=[O:6])(=[O:7])[CH2:8][CH:9]([C:10](=[O:11])[NH:12][CH:13]([C:14](=[O:15])[NH:16][CH:17]([CH:18]([CH:19]([F:20])[CH:21]1[CH2:22][CH2:23]1)[OH:24])[CH2:25][CH:26]1[CH2:27][CH2:28][CH2:29][CH2:30][CH2:31]1)[CH2:32][c:33]1[n:34][cH:35][n:36]([C:38]([O:39][C:40]([CH3:41])([CH3:42])[CH3:43])=[O:44])[cH:37]1)[CH2:45][c:46]1[cH:47][cH:48][cH:49][cH:50][cH:51]1.[C:52](=[O:53])([O-:54])[O-:55].[CH3:60][OH:61].[Cl-:58].[K+:56].[K+:57].[NH4+:59]>>[C:1]([CH3:2])([CH3:3])([CH3:4])[S:5](=[O:6])(=[O:7])[CH2:8][CH:9]([C:10](=[O:11])[NH:12][CH:13]([C:14](=[O:15])[NH:16][CH:17]([CH:18]([CH:19]([F:20])[CH:21]1[CH2:22][CH2:23]1)[OH:24])[CH2:25][CH:26]1[CH2:27][CH2:28][CH2:29][CH2:30][CH2:31]1)[CH2:32][c:33]1[n:34][cH:35][nH:36][cH:37]1)[CH2:45][c:46]1[cH:47][cH:48][cH:49][cH:50][cH:51]1. Reactants: C(C)(C)N(C(C)C)CC (N,N-diisopropylethylamine), CO (methanol), BrC1=C(C=C(C(=C1)F)C)Cl (1-bromo-2-chloro-5-fluoro-4-methylbenzene), C(C)(=O)OCC (ethyl acetate). The reagents and catalysts are C1=CC=C(C=C1)[PH+](C2=CC=CC=C2)[C]3[CH][CH][CH][CH]3.C1=CC=C(C=C1)[PH+](C2=CC=CC=C2)[C]3[CH][CH][CH][CH]3.C(Cl)Cl.Cl[Pd]Cl.[Fe] (dichloro[1,1′-bis(diphenylphosphino)ferrocene]palladium(II) dichloromethane adduct), C1=CC=C(C=C1)[PH+](C2=CC=CC=C2)[C]3[CH][CH][CH][CH]3.C1=CC=C(C=C1)[PH+](C2=CC=CC=C2)[C]3[CH][CH][CH][CH]3.C(Cl)Cl.Cl[Pd]Cl.[Fe] (dichloro[1,1′-bis(diphenylphosphino)ferrocene]palladium(II) dichloromethane adduct). Conditions: temperature 90 celsius, time 24 hour. The product is COC(C1=C(C=C(C(=C1)F)C)Cl)=O (2-Chloro-5-fluoro-4-methyl-benzoic acid methyl ester). As a reaction SMILES: Br[C:2]1[CH:7]=[C:6]([F:8])[C:5]([CH3:9])=[CH:4][C:3]=1[Cl:10].C(N(CC)C(C)C)(C)C.CO.[C:22]([O:25][CH2:26]C)(=[O:24])C>C1C=CC([PH+]([C]2[CH][CH][CH][CH]2)C2C=CC=CC=2)=CC=1.C1C=CC([PH+]([C]2[CH][CH][CH][CH]2)C2C=CC=CC=2)=CC=1.C(Cl)Cl.Cl[Pd]Cl.[Fe]>[CH3:26][O:25][C:22](=[O:24])[C:2]1[CH:7]=[C:6]([F:8])[C:5]([CH3:9])=[CH:4][C:3]=1[Cl:10] |f:4.5.6.7.8,^1:32,33,34,35,36,50,51,52,53,54|. Procedure details: To a solution of 1-bromo-2-chloro-5-fluoro-4-methylbenzene (70 g) dissolved in ethyl acetate (400 mL) was added N,N-diisopropylethylamine (161 mL), dichloro[1,1′-bis(diphenylphosphino)ferrocene]palladium(II) dichloromethane adduct (5.15 g) and methanol (120 mL). The resulting mixture was stirred at 90° C. for 24 h under carbon monoxide (4 bar) in a 1.5 L autoclave. Further dichloro[1,1′-bis(diphenylphosphino)ferrocene]palladium(II) dichloromethane adduct (2.57 g) was added and the reaction heate... The reactants are [Cl-].[In+3].[Cl-].[Cl-] (indium(III) chloride), FC(C(=O)O)(F)F (trifluoroacetic acid), FC=1C=C2C=CNC2=C(C1)CSC (5-Fluoro-7-[(methylsulfanyl)methyl]-1H-indole), FC1=C(C=CC(=C1)F)C(C)(O)C1C(C1)C#N (2-[1-(2,4-Difluorophenyl)-1-hydroxyethyl]cyclopropanecarbonitrile). Product: FC1=C(C=CC(=C1)F)C(C)(C1=CNC2=C(C=C(C=C12)F)CSC)C1C(C1)C#N (2-[1-(2,4-Difluorophenyl)-1-{5-fluoro-7-[(methylsulfanyl)methyl]-1H-indol-3-yl}ethyl]cyclopropanecarbonitrile). Reaction SMILES: [Cl-].[In+3].[Cl-].[Cl-].FC(F)(F)C(O)=O.[F:12][C:13]1[CH:14]=[C:15]2[C:19](=[C:20]([CH2:22][S:23][CH3:24])[CH:21]=1)[NH:18][CH:17]=[CH:16]2.[F:25][C:26]1[CH:31]=[C:30]([F:32])[CH:29]=[CH:28][C:27]=1[C:33]([CH:36]1[CH2:38][CH:37]1[C:39]#[N:40])(O)[CH3:34]>ClCCl>[F:25][C:26]1[CH:31]=[C:30]([F:32])[CH:29]=[CH:28][C:27]=1[C:33]([CH:36]1[CH2:38][CH:37]1[C:39]#[N:40])([C:16]1[C:15]2[C:19](=[C:20]([CH2:22][S:23][CH3:24])[CH:21]=[C:13]([F:12])[CH:14]=2)[NH:18][CH:17]=1)[CH3:34] |f:0.1.2.3|. Solvent: ClCCl (dichloromethane). Procedure: 273 mg (1.23 mmol) of indium(III) chloride and 0.1 ml (1.34 mmol) of trifluoroacetic acid were added to 250 mg (1.12 mmol) of the compound from Example 11A and 437 mg (2.24 mmol) of the compound from Example 133A were introduced into 44 ml of dichloromethane, and the mixture was stirred at RT overnight. The reaction mixture was concentrated in a rotary evaporator. The residue was purified by preparative HPLC (RP18 column; mobile phase: acetonitrile/water gradient with addition of 0.1% formic aci... Conditions: time 8 hour. Reactants: CN(C=O)C (N,N-dimethylformamide), C(C(=O)Cl)(=O)Cl (oxalyl chloride), FC1=NC=CC=C1C=1N(C=CC1F)[Si](C(C)C)(C(C)C)C(C)C (2-fluoro-3-{3-fluoro-1-[tris(1-methylethyl)silyl]-1H-pyrrol-2-yl}pyridine), [OH-].[Na+] (sodium hydroxide). Solvent: ClCCl (dichloromethane), ClCCl (dichloromethane). Run at time 10 minute. Yields the product FC=1C(=CNC1C=1C(=NC=CC1)F)C=O (4-Fluoro-5-(2-fluoropyridin-3-yl)-1H-pyrrole-3-carbaldehyde). Yield: 78.2%. As a reaction SMILES: CN(C)C=O.[C:6](Cl)(=[O:10])[C:7](Cl)=O.[F:12][C:13]1[C:18]([C:19]2[N:20]([Si](C(C)C)(C(C)C)C(C)C)[CH:21]=C[C:23]=2[F:24])=[CH:17][CH:16]=[CH:15][N:14]=1.[OH-].[Na+]>ClCCl>[F:24][C:23]1[C:7]([CH:6]=[O:10])=[CH:21][NH:20][C:19]=1[C:18]1[C:13]([F:12])=[N:14][CH:15]=[CH:16][CH:17]=1 |f:3.4|. Reported procedure: To a solution of N,N-dimethylformamide (717 mg) in dichloromethane (20 mL) was added oxalyl chloride (1.13 g) under ice-cooling under an argon atmosphere, and the mixture was stirred for 10 min. To the obtained suspension was added a solution of 2-fluoro-3-{3-fluoro-1-[tris(1-methylethyl)silyl]-1H-pyrrol-2-yl}pyridine (1.50 g) in dichloromethane (5 mL) and the mixture was stirred under refluxing conditions for 10 hr. The reaction mixture was cooled under ice-cooling, 1 mol/L aqueous sodium hydro... The reactants are ClC1=CC=C(C=C1)C1=CC=C(C=N1)C#N (6-(4-Chlorophenyl)-3-pyridinecarbonitrile), OO (hydrogen peroxide), [OH-].[Na+] (sodium hydroxide), C(C)O (ethanol). Solvent: CC(=O)C (acetone). Conditions: time 1 hour. Yields the product ClC1=CC=C(C=C1)C1=CC=C(C=N1)C(=O)N (6-(4-CHLOROPHENYL)-3-PYRIDINECARBOXAMIDE). RXN SMILES: [Cl:1][C:2]1[CH:7]=[CH:6][C:5]([C:8]2[N:13]=[CH:12][C:11]([C:14]#[N:15])=[CH:10][CH:9]=2)=[CH:4][CH:3]=1.OO.[OH-].[Na+].C([OH:22])C>CC(C)=O>[Cl:1][C:2]1[CH:7]=[CH:6][C:5]([C:8]2[N:13]=[CH:12][C:11]([C:14]([NH2:15])=[O:22])=[CH:10][CH:9]=2)=[CH:4][CH:3]=1 |f:2.3|. Procedure: 6-(4-Chlorophenyl)-3-pyridinecarbonitrile (1.61 grams), 30% hydrogen peroxide (3.0 cc.), 6N sodium hydroxide (0.3 cc.), and about 6 ml ethanol were placed in a reaction vessel and cooled slightly. The reaction temperature rose to about 50° C. and the mixture was stirred for about 1 hour. After the reaction had cooled, a solid precipitate formed and was collected by filtration. As indicated by TLC, pure product was obtained by heating the solid in refluxing acetone, yield 0.4 gram, m.p. 245°-258°...